Dataset: the Open Reaction Database (ORD), a public repository of structured organic reaction records. Task: describe an organic reaction: reactants, conditions, products, and yield The reactants are O (water), C1(=CC=CC=C1)N1N=C(C2=CC=CC=C12)N1CCNCC1 (1-phenyl-3-(1-piperazinyl)-1H-indazole), C([O-])([O-])=O.[K+].[K+] (potassium carbonate), C(C=C)Br (allyl bromide). The solvent is CN(C=O)C (dimethylformamide). Reaction conditions: temperature 70 celsius, time 16 hour. Product: C(C=C)N1CCN(CC1)C1=NN(C2=CC=CC=C12)C1=CC=CC=C1 (3-[4-(2-propenyl)-1-piperazinyl]-1-phenyl-1H-indazole). As a reaction SMILES: [C:1]1([N:7]2[C:15]3[C:10](=[CH:11][CH:12]=[CH:13][CH:14]=3)[C:9]([N:16]3[CH2:21][CH2:20][NH:19][CH2:18][CH2:17]3)=[N:8]2)[CH:6]=[CH:5][CH:4]=[CH:3][CH:2]=1.C(=O)([O-])[O-].[K+].[K+].[CH2:28](Br)[CH:29]=[CH2:30].O>CN(C)C=O>[CH2:30]([N:19]1[CH2:20][CH2:21][N:16]([C:9]2[C:10]3[C:15](=[CH:14][CH:13]=[CH:12][CH:11]=3)[N:7]([C:1]3[CH:2]=[CH:3][CH:4]=[CH:5][CH:6]=3)[N:8]=2)[CH2:17][CH2:18]1)[CH:29]=[CH2:28] |f:1.2.3|. Reported procedure: To a stirred suspension of 5.0 g of 1-phenyl-3-(1-piperazinyl)-1H-indazole and 2.7 g of potassium carbonate in 50 ml of dimethylformamide was added 2.4 g of allyl bromide. The reaction mixture was stirred at 70° C. for 16 hours, poured into water and extracted with ethyl acetate. The extract was washed with water, dried over anhydrous magnesium sulfate, and concentrated to yield 3-[4-(2-propenyl)-1-piperazinyl]-1-phenyl-1H-indazole as an oil. The oil was diluted with diethyl ether and filtered. ...